Dataset: the Open Reaction Database (ORD), a public repository of structured organic reaction records. Task: describe an organic reaction: reactants, conditions, products, and yield Starting materials: COc1cc(CO)ccc1OCc1nc(-c2cccc([N+](=O)[O-])c2)oc1C, Cc1ccccc1, O=S(Cl)Cl. The product is COc1cc(CCl)ccc1OCc1nc(-c2cccc([N+](=O)[O-])c2)oc1C. As a reaction SMILES: [CH3:1][O:2][c:3]1[cH:4][c:5]([CH2:26][OH:27])[cH:6][cH:7][c:8]1[O:9][CH2:10][c:11]1[n:12][c:13](-[c:17]2[cH:18][c:19]([N+:23](=[O:24])[O-:25])[cH:20][cH:21][cH:22]2)[o:14][c:15]1[CH3:16].[CH3:32][c:33]1[cH:34][cH:35][cH:36][cH:37][cH:38]1.[S:28]([Cl:29])([Cl:30])=[O:31]>>[CH3:1][O:2][c:3]1[cH:4][c:5]([CH2:26][Cl:30])[cH:6][cH:7][c:8]1[O:9][CH2:10][c:11]1[n:12][c:13](-[c:17]2[cH:18][c:19]([N+:23](=[O:24])[O-:25])[cH:20][cH:21][cH:22]2)[o:14][c:15]1[CH3:16]. As a reaction SMILES: [Br:1]Br.[N+:3]([C:6]1[CH:7]=[C:8]2[C:12](=[CH:13][CH:14]=1)[C:11](=[O:15])[CH2:10][CH2:9]2)([O-:5])=[O:4]>C(Cl)(Cl)Cl.CO>[N+:3]([C:6]1[CH:7]=[C:8]2[C:12](=[CH:13][CH:14]=1)[C:11](=[O:15])[CH:10]([Br:1])[CH2:9]2)([O-:5])=[O:4]. The reactants are BrBr (bromine), BrBr (Bromine), [N+](=O)([O-])C=1C=C2CCC(C2=CC1)=O (5-nitroindan-1-one). Procedure details: Bromine (1.79 ml) in chloroform (125 ml) was added dropwise over 15 minutes to a stirred solution of 5-nitroindan-1-one (6.17 g) in chloroform (200 ml) at 5° C. The stirred solution was allowed to warm to room temperature and after one hour, when the bromine colour had discharged, the solution was washed with water and dried. Evaporation of the filtered solution under reduced pressure afforded an oil which was diluted with methanol and crystallised (with seeding) to give 5-nitro-2-bromoindan-1-o... Yields the product [N+](=O)([O-])C=1C=C2CC(C(C2=CC1)=O)Br (5-Nitro-2-bromoindan-1-one). Solvent: CO (methanol), C(Cl)(Cl)Cl (chloroform), C(Cl)(Cl)Cl (chloroform).